This data is from the Open Reaction Database (ORD), a public repository of structured organic reaction records. The task is: describe an organic reaction: reactants, conditions, products, and yield Starting materials: O=C([O-])[O-], CS(C)=O, CCOC(C)=O, [Cu]I, N#Cc1ccccc1I, [K+], [K+], O=C(O)C1CCCN1, COC(=O)c1c[nH]cn1. Yields the product COC(=O)c1cn(-c2ccccc2C#N)cn1. As a reaction SMILES: [C:27](=[O:28])([O-:29])[O-:30].[CH3:33][S:34]([CH3:35])=[O:36].[CH3:37][CH2:38][O:39][C:40]([CH3:41])=[O:42].[Cu:43][I:44].[I:10][c:11]1[c:12]([C:13]#[N:14])[cH:15][cH:16][cH:17][cH:18]1.[K+:31].[K+:32].[OH:19][C:20]([CH:21]1[NH:22][CH2:23][CH2:24][CH2:25]1)=[O:26].[nH:1]1[cH:2][n:3][c:4]([C:6](=[O:7])[O:8][CH3:9])[cH:5]1>>[n:1]1(-[c:11]2[c:12]([C:13]#[N:14])[cH:15][cH:16][cH:17][cH:18]2)[cH:2][n:3][c:4]([C:6](=[O:7])[O:8][CH3:9])[cH:5]1. The reactants are CC(C)(C)c1ccnc(CO)c1, ClCCl, C1COCCO1, O=[Se]=O. The product is CC(C)(C)c1ccnc(C=O)c1. As a reaction SMILES: [C:1]([CH3:2])([CH3:3])([CH3:4])[c:5]1[cH:6][c:7]([CH2:11][OH:12])[n:8][cH:9][cH:10]1.[Cl:22][CH2:23][Cl:24].[O:16]1[CH2:17][CH2:18][O:19][CH2:20][CH2:21]1.[Se:13](=[O:14])=[O:15]>>[C:1]([CH3:2])([CH3:3])([CH3:4])[c:5]1[cH:6][c:7]([CH:11]=[O:12])[n:8][cH:9][cH:10]1. Reactants: C1CCOC1, CCOC(=O)CP(=O)(OCC)OCC, CCCCCC, Cl, [H-], [Na+], O=C(c1ccccc1)c1ccc(-c2ccccc2)cc1. Product: CCOC(=O)C=C(c1ccccc1)c1ccc(-c2ccccc2)cc1. RXN SMILES: [CH2:38]1[O:39][CH2:40][CH2:41][CH2:42]1.[CH2:3]([O:4][P:5]([O:6][CH2:7][CH3:8])(=[O:9])[CH2:11][C:12](=[O:13])[O:14][CH2:15][CH3:16])[CH3:10].[CH3:43][CH2:44][CH2:45][CH2:46][CH2:47][CH3:48].[ClH:37].[H-:1].[Na+:2].[c:17]1(-[c:31]2[cH:32][cH:33][cH:34][cH:35][cH:36]2)[cH:18][cH:19][c:20]([C:23](=[O:24])[c:25]2[cH:26][cH:27][cH:28][cH:29][cH:30]2)[cH:21][cH:22]1>>[CH:11]([C:12](=[O:13])[O:14][CH2:15][CH3:16])=[C:23]([c:20]1[cH:19][cH:18][c:17](-[c:31]2[cH:32][cH:33][cH:34][cH:35][cH:36]2)[cH:22][cH:21]1)[c:25]1[cH:26][cH:27][cH:28][cH:29][cH:30]1. The reactants are [N+](=O)([O-])C=1C=C(C=CC1)CC(C)=O (3-nitrophenylacetone), pyridine hydrobromide perbromide. The solvent is C1CCOC1 (THF). Conditions: time 8 hour. Product: BrC(C(C)=O)C1=CC(=CC=C1)[N+](=O)[O-] (1-Bromo-1-(3-nitro-phenyl)-propan-2-one). As a reaction SMILES: [N+:1]([C:4]1[CH:5]=[C:6]([CH2:10][C:11](=[O:13])[CH3:12])[CH:7]=[CH:8][CH:9]=1)([O-:3])=[O:2].C1C=C[NH+]=CC=1.[Br:20][Br-]Br>C1COCC1>[Br:20][CH:10]([C:6]1[CH:7]=[CH:8][CH:9]=[C:4]([N+:1]([O-:3])=[O:2])[CH:5]=1)[C:11](=[O:13])[CH3:12] |f:1.2|. Reported procedure: A stirred solution of 3-nitrophenylacetone (2.5 g, 14.0 mmol) in dry THF (50 ml) at room temperature is treated with polymer supported pyridine hydrobromide perbromide (7.0 g, 14.0 mmol) and left to stir overnight. The reaction mixture is then filtered and the solvent removed in vacuo. The residue is purified by chromatography on silica eluting with 1:4 ethyl acetate-hexane to give the titled compound The reactants are C1(=CC=CC=C1)C1CN(CCN1)CC1=CC=C(C=C1)C1=C(C=CC(=C1)C)Cl (3-phenyl-1-(2′-chloro-5′-methyl-biphenyl-4-ylmethyl)-piperazine), C(C)(=O)O[BH-](OC(C)=O)OC(C)=O.[Na+] (sodium triacetoxyborohydride), C(C)(=O)O (acetic acid). Run in ClC(C)Cl (dichloroethane), CC(=O)C (acetone), ClCCl (dichloromethane). Reaction conditions: time 8 hour. Yields the product C(C)(C)N1C(CN(CC1)CC1=CC=C(C=C1)C1=C(C=CC(=C1)C)Cl)C1=CC=CC=C1 (1-Isopropyl-2-phenyl-4-(2′chloro-5′methyl-biphenyl-4-ylmethyl)-piperazine). RXN SMILES: [C:1]1([CH:7]2[NH:12][CH2:11][CH2:10][N:9]([CH2:13][C:14]3[CH:19]=[CH:18][C:17]([C:20]4[CH:25]=[C:24]([CH3:26])[CH:23]=[CH:22][C:21]=4[Cl:27])=[CH:16][CH:15]=3)[CH2:8]2)[CH:6]=[CH:5][CH:4]=[CH:3][CH:2]=1.C(O[BH-](O[C:38](=O)[CH3:39])OC(=O)C)(=O)C.[Na+].[C:42](O)(=O)C>ClC(Cl)C.CC(C)=O.ClCCl>[CH:38]([N:12]1[CH2:11][CH2:10][N:9]([CH2:13][C:14]2[CH:19]=[CH:18][C:17]([C:20]3[CH:25]=[C:24]([CH3:26])[CH:23]=[CH:22][C:21]=3[Cl:27])=[CH:16][CH:15]=2)[CH2:8][CH:7]1[C:1]1[CH:2]=[CH:3][CH:4]=[CH:5][CH:6]=1)([CH3:39])[CH3:42] |f:1.2|. Procedure: This compound could be made the following manner: 100 mg of 3-phenyl-1-(2′-chloro-5′-methyl-biphenyl-4-ylmethyl)-piperazine would be dissolved in a 2:1 mixture of dichloroethane and acetone, 2 equiv. of sodium triacetoxyborohydride would be added followed by 30 μL of acetic acid. The reaction would be stirred at room temperature under nitrogen overnight. The reaction would be diluted with 5 mL of dichloromethane. The reaction mixture would be washed with 1M aqueous sodium hydroxide solution and ... Starting materials: Cc1ccn2nc(N)c(-c3ccc(OC(F)(F)F)cc3)c2n1, CCN=C=NCCCN(C)C, Cl, O=C(O)Cc1ccc(F)cc1, CN(C)C=O, c1ccncc1. Yields the product Cc1ccn2nc(NC(=O)Cc3ccc(F)cc3)c(-c3ccc(OC(F)(F)F)cc3)c2n1. RXN SMILES: [CH3:12][c:13]1[n:14][c:15]2[n:16]([cH:17][cH:18]1)[n:19][c:20]([NH2:33])[c:21]2-[c:22]1[cH:23][cH:24][c:25]([O:28][C:29]([F:30])([F:31])[F:32])[cH:26][cH:27]1.[CH3:35][N:36]([CH3:37])[CH2:38][CH2:39][CH2:40][N:41]=[C:42]=[N:43][CH2:44][CH3:45].[ClH:34].[F:1][c:2]1[cH:3][cH:4][c:5]([CH2:8][C:9](=[O:10])[OH:11])[cH:6][cH:7]1.[O:46]=[CH:47][N:48]([CH3:49])[CH3:50].[cH:51]1[cH:52][cH:53][n:54][cH:55][cH:56]1>>[F:1][c:2]1[cH:3][cH:4][c:5]([CH2:8][C:9](=[O:11])[NH:33][c:20]2[n:19][n:16]3[c:15]([n:14][c:13]([CH3:12])[cH:18][cH:17]3)[c:21]2-[c:22]2[cH:23][cH:24][c:25]([O:28][C:29]([F:30])([F:31])[F:32])[cH:26][cH:27]2)[cH:6][cH:7]1. Reactants: [Br-], CC(C)(C)CCC[Mg+], COC(=O)c1ccc(C=O)cc1. The product is COC(=O)c1ccc(C(O)CCC(C)(C)C)cc1. As a reaction SMILES: [Br-:13].[CH3:14][C:15]([CH2:16][CH2:17][CH2:18][Mg+:19])([CH3:20])[CH3:21].[CH3:1][O:2][C:3]([c:4]1[cH:5][cH:6][c:7]([CH:10]=[O:11])[cH:8][cH:9]1)=[O:12]>>[CH3:1][O:2][C:3]([c:4]1[cH:5][cH:6][c:7]([CH:10]([OH:11])[CH2:17][CH2:16][C:15]([CH3:14])([CH3:20])[CH3:21])[cH:8][cH:9]1)=[O:12]. The reactants are FC(C(=O)[O-])(F)F (trifluoroacetate), C(C(=O)Cl)(=O)Cl (oxalyl chloride), N1C(=NCC1)C1=CC=CC=2C(C3=CC=CC=C3C12)=O (4-(4,5-dihydro-1H-imidazol-2-yl)-fluoren-9-one), CS(=O)C (dimethylsulphoxide), 3A. Solvent: ClCCl (dichloromethane), O (water), C(C)N(CC)CC (triethylamine), ClCCl (dichloromethane). Conditions: temperature -65 celsius, time 10 minute. The product is N1C(=NC=C1)C1=CC=CC=2C(C3=CC=CC=C3C12)=O (4-(1H-imidazol-2-yl)-fluoren-9-one). Reaction SMILES: C(Cl)(=O)C(Cl)=O.CS(C)=O.FC(F)(F)C([O-])=O.[NH:18]1[CH2:22][CH2:21][N:20]=[C:19]1[C:23]1[C:35]2[C:34]3[C:29](=[CH:30][CH:31]=[CH:32][CH:33]=3)[C:28](=[O:36])[C:27]=2[CH:26]=[CH:25][CH:24]=1>ClCCl.O.C(N(CC)CC)C>[NH:18]1[CH:22]=[CH:21][N:20]=[C:19]1[C:23]1[C:35]2[C:34]3[C:29](=[CH:30][CH:31]=[CH:32][CH:33]=3)[C:28](=[O:36])[C:27]=2[CH:26]=[CH:25][CH:24]=1. Reported procedure: In a 100 mL three-necked flask under an argon atmosphere, cool to −65° C., a solution of 0.65 mL of oxalyl chloride in 5 mL of dichloromethane, then add, dropwise, 0.94 mL of dimethylsulphoxide on 3A molecular sieve. Stir for 10 minutes, then add, dropwise, a solution of 1.65 g of trifluoroacetate of 4-(4,5-dihydro-1H-imidazol-2-yl)-fluoren-9-one acid in 15 mL of dichloromethane then 5 mL of triethylamine. Stir at −65° C. for one hour, then leave to return to room temperature and stir for 2 hour... The reactants are CS(=O)(=O)Cl, CN(C)c1ccccn1, ClC(Cl)Cl, Nc1ccc2c(-c3ccncc3)c(-c3ccc(F)cc3)[nH]c2n1, [Na+], [OH-]. Product: CS(=O)(=O)Nc1ccc2c(-c3ccncc3)c(-c3ccc(F)cc3)[nH]c2n1. RXN SMILES: [CH3:1][S:2]([Cl:3])(=[O:4])=[O:5].[CH3:29][N:30]([c:31]1[cH:32][cH:33][cH:34][cH:35][n:36]1)[CH3:37].[CH:40]([Cl:41])([Cl:42])[Cl:43].[NH2:6][c:7]1[cH:8][cH:9][c:10]2[c:11](-[c:23]3[cH:24][cH:25][n:26][cH:27][cH:28]3)[c:12](-[c:16]3[cH:17][cH:18][c:19]([F:22])[cH:20][cH:21]3)[nH:13][c:14]2[n:15]1.[Na+:39].[OH-:38]>>[CH3:1][S:2](=[O:4])(=[O:5])[NH:6][c:7]1[cH:8][cH:9][c:10]2[c:11](-[c:23]3[cH:24][cH:25][n:26][cH:27][cH:28]3)[c:12](-[c:16]3[cH:17][cH:18][c:19]([F:22])[cH:20][cH:21]3)[nH:13][c:14]2[n:15]1. Reactants: ClC1=CC=C(C=C1)CC(=O)O (4-Chlorophenylacetic acid), Cl.CO (hydrogen chloride methanol). The product is ClC1=CC=C(C=C1)CC(=O)OC (methyl 2-(4-chlorophenyl)acetate). Reaction SMILES: [Cl:1][C:2]1[CH:7]=[CH:6][C:5]([CH2:8][C:9]([OH:11])=[O:10])=[CH:4][CH:3]=1.Cl.[CH3:13]O>>[Cl:1][C:2]1[CH:3]=[CH:4][C:5]([CH2:8][C:9]([O:11][CH3:13])=[O:10])=[CH:6][CH:7]=1 |f:1.2|. Reported procedure: 4-Chlorophenylacetic acid (5.0 g) was dissolved in 10% hydrogen chloride-methanol solution (50 ml) and heated under reflex for 14 hours. The solvent then was removed under reduced pressure and saturated sodium hydrogencarbonate solution was added to the residue, followed by extraction with ethyl acetate. The organic layer was dried over anhydrous sodium sulfate and condensed under reduced pressure to provide methyl 2-(4-chlorophenyl)acetate (5.35 g) as a colorless, oily substance.